From a dataset of the Open Reaction Database (ORD), a public repository of structured organic reaction records. describe an organic reaction: reactants, conditions, products, and yield The reactants are Brc1cccc2[nH]ccc12, C1CCOC1, OB(O)c1cc(F)cc(F)c1, [Na+], [OH-], [Pd]. Product: Fc1cc(F)cc(-c2cccc3[nH]ccc23)c1. RXN SMILES: [Br:1][c:2]1[c:3]2[cH:4][cH:5][nH:6][c:7]2[cH:8][cH:9][cH:10]1.[CH2:24]1[O:25][CH2:26][CH2:27][CH2:28]1.[F:11][c:12]1[cH:13][c:14]([B:19]([OH:20])[OH:21])[cH:15][c:16]([F:18])[cH:17]1.[Na+:23].[OH-:22].[Pd:29]>>[c:2]1(-[c:14]2[cH:13][c:12]([F:11])[cH:17][c:16]([F:18])[cH:15]2)[c:3]2[cH:4][cH:5][nH:6][c:7]2[cH:8][cH:9][cH:10]1. Starting materials: O=C1CCC(=O)N1Br, C1CCOC1, Cn1ccnc1CO. Product: Cn1c(Br)cnc1CO. RXN SMILES: [Br:9][N:10]1[C:11](=[O:12])[CH2:13][CH2:14][C:15]1=[O:16].[CH2:17]1[O:18][CH2:19][CH2:20][CH2:21]1.[CH3:1][n:2]1[c:3]([CH2:7][OH:8])[n:4][cH:5][cH:6]1>>[CH3:1][n:2]1[c:3]([CH2:7][OH:8])[n:4][cH:5][c:6]1[Br:9]. Reactants: CC(=O)NC1=C2C3OC3C3C(CCC4(C)C(=O)CCC34)C2(C)C=CC1=O, C1CCOC1, ClC(Cl)Cl, F, [K+], [K+], O=C([O-])[O-]. The product is CC(=O)NC1=C2C(F)C(O)C3C(CCC4(C)C(=O)CCC34)C2(C)C=CC1=O. RXN SMILES: [C:2]([CH3:3])(=[O:4])[NH:5][C:6]1=[C:7]2[CH:8]3[CH:9]([CH:10]4[CH:11]5[CH2:12][CH2:13][C:14](=[O:26])[C:15]5([CH3:16])[CH2:17][CH2:18][CH:19]4[C:20]2([CH3:25])[CH:21]=[CH:22][C:23]1=[O:24])[O:27]3.[CH2:34]1[O:35][CH2:36][CH2:37][CH2:38]1.[Cl:39][CH:40]([Cl:41])[Cl:42].[FH:1].[K+:28].[K+:29].[O-:30][C:31]([O-:32])=[O:33]>>[F:1][CH:8]1[C:7]2=[C:6]([NH:5][C:2]([CH3:3])=[O:4])[C:23](=[O:24])[CH:22]=[CH:21][C:20]2([CH3:25])[CH:19]2[CH:10]([CH:9]1[OH:27])[CH:11]1[CH2:12][CH2:13][C:14](=[O:26])[C:15]1([CH3:16])[CH2:17][CH2:18]2. Starting materials: O1CCN(CC1)C1=CC(SS1)=S (5-morpholino-1,2-dithiol-3-thione), COC1=CC=C(C(CBr)=O)C=C1 (4-methoxyphenacyl bromide), [I-].[Na+] (sodium iodide). Solvent: CC(=O)C (acetone), C(Cl)Cl (methylene chloride). Run at temperature 20 celsius, time 1 hour. Yields the product [I-].COC1=CC=C(C(CSC2=CC(SS2)=[N+]2CCOCC2)=O)C=C1 (N-[5-(4-Methoxyphenacylthio)-1,2-dithiol-3-ylidene]-morpholinium iodide). As a reaction SMILES: [O:1]1[CH2:6][CH2:5][N:4]([C:7]2[S:11][S:10][C:9](=[S:12])[CH:8]=2)[CH2:3][CH2:2]1.[CH3:13][O:14][C:15]1[CH:24]=[CH:23][C:18]([C:19](=[O:22])[CH2:20]Br)=[CH:17][CH:16]=1.[I-:25].[Na+]>CC(C)=O.C(Cl)Cl>[I-:25].[CH3:13][O:14][C:15]1[CH:24]=[CH:23][C:18]([C:19](=[O:22])[CH2:20][S:12][C:9]2[S:10][S:11][C:7](=[N+:4]3[CH2:5][CH2:6][O:1][CH2:2][CH2:3]3)[CH:8]=2)=[CH:17][CH:16]=1 |f:2.3,6.7|. Procedure: A suspension of 5-morpholino-1,2-dithiol-3-thione (2.62 g), 4-methoxyphenacyl bromide (4.12 g) and sodium iodide (3 g) in acetone (60 cc) is heated to the reflux temperature and maintained there for 2 hours. After cooling to a temperature of about 20° C., the insoluble product is filtered off and washed successively with acetone (30 cc), distilled water (2×40 cc) and acetone (2×30 cc). The product thus obtained is suspended in methylene chloride (110 cc). After stirring for 1 hour at a temperatu... Reactants: FC(C(=O)NC=1N=C2N(C=C(C=C2)OC=2C=C(C=CC2)NC(C2=CC(=CC=C2)C(F)(F)F)=O)C1)(F)F (N-[3-({2-[(trifluoroacetyl)amino]imidazo[1,2-a]pyridin-6-yl}oxy)phenyl]-3-(trifluoromethyl)benzamide), [OH-].[Na+] (sodium hydroxide), O (Water). Run in C(C)O (ethanol). Conditions: time 12 hour. Yields the product NC=1N=C2N(C=C(C=C2)OC=2C=C(C=CC2)NC(C2=CC(=CC=C2)C(F)(F)F)=O)C1 (N-{3-[(2-aminoimidazo[1,2-a]pyridin-6-yl)oxy]phenyl}-3-(trifluoromethyl)benzamide). Yield: 107.8%. Reaction SMILES: FC(F)(F)C([NH:5][C:6]1[N:7]=[C:8]2[CH:13]=[CH:12][C:11]([O:14][C:15]3[CH:16]=[C:17]([NH:21][C:22](=[O:33])[C:23]4[CH:28]=[CH:27][CH:26]=[C:25]([C:29]([F:32])([F:31])[F:30])[CH:24]=4)[CH:18]=[CH:19][CH:20]=3)=[CH:10][N:9]2[CH:34]=1)=O.[OH-].[Na+].O>C(O)C>[NH2:5][C:6]1[N:7]=[C:8]2[CH:13]=[CH:12][C:11]([O:14][C:15]3[CH:16]=[C:17]([NH:21][C:22](=[O:33])[C:23]4[CH:28]=[CH:27][CH:26]=[C:25]([C:29]([F:32])([F:30])[F:31])[CH:24]=4)[CH:18]=[CH:19][CH:20]=3)=[CH:10][N:9]2[CH:34]=1 |f:1.2|. Procedure: To a solution of N-[3-({2-[(trifluoroacetyl)amino]imidazo[1,2-a]pyridin-6-yl}oxy)phenyl]-3-(trifluoromethyl)benzamide (400 mg, 0.787 mmol) produced in Example A1(vi) in ethanol (4.0 mL) was added 1N aqueous sodium hydroxide solution (8.0 mL), and the mixture was stirred at room temperature for 12 hr. Water (100 mL) was added to the reaction mixture, and the mixture was extracted with ethyl acetate (200 mL). The organic layer was washed with saturated brine (100 mL) and dried over anhydrous sodiu...